This data is from the Open Reaction Database (ORD), a public repository of structured organic reaction records. The task is: describe an organic reaction: reactants, conditions, products, and yield Starting materials: O=C1CCC(=O)N1Br, Cc1cc(Nc2nccs2)nc(C)n1, CCOC(C)=O, ClC(Cl)Cl. Product: Cc1cc(Nc2ncc(Br)s2)nc(C)n1. As a reaction SMILES: [Br:19][N:20]1[C:21](=[O:22])[CH2:23][CH2:24][C:25]1=[O:26].[CH3:1][c:2]1[n:3][c:4]([CH3:14])[cH:5][c:6]([NH:8][c:9]2[s:10][cH:11][cH:12][n:13]2)[n:7]1.[CH3:27][CH2:28][O:29][C:30](=[O:31])[CH3:32].[CH:15]([Cl:16])([Cl:17])[Cl:18]>>[CH3:1][c:2]1[n:3][c:4]([CH3:14])[cH:5][c:6]([NH:8][c:9]2[s:10][c:11]([Br:19])[cH:12][n:13]2)[n:7]1.